This data is from the Open Reaction Database (ORD), a public repository of structured organic reaction records. The task is: describe an organic reaction: reactants, conditions, products, and yield Starting materials: CC(C)(C)OC(=O)N1CCNCC1, O=C([O-])[O-], CC#N, Clc1nc2ccccc2o1, [K+], [K+]. Product: CC(C)(C)OC(=O)N1CCN(c2nc3ccccc3o2)CC1. Reaction SMILES: [C:11]([CH3:12])([CH3:13])([CH3:14])[O:15][C:16](=[O:17])[N:18]1[CH2:19][CH2:20][NH:21][CH2:22][CH2:23]1.[C:24](=[O:25])([O-:26])[O-:27].[CH3:30][C:31]#[N:32].[Cl:1][c:2]1[o:3][c:4]2[c:5]([n:6]1)[cH:7][cH:8][cH:9][cH:10]2.[K+:28].[K+:29]>>[c:2]1([N:21]2[CH2:20][CH2:19][N:18]([C:16]([O:15][C:11]([CH3:12])([CH3:13])[CH3:14])=[O:17])[CH2:23][CH2:22]2)[o:3][c:4]2[c:5]([n:6]1)[cH:7][cH:8][cH:9][cH:10]2. Reactants: OCC=1C=CC2=C(S(C3=C(C=C2)C=CC=C3)=O)C1 (3-hydroxymethyldibenzo[b,f]thiepin 5-oxide), [Cr](=O)(=O)([O-])Cl.[NH+]1=CC=CC=C1 (pyridinium chlorochromate). The solvent is C(Cl)Cl (methylene chloride). Conditions: time 1.5 hour. Yields the product C1=CC(=CC=2S(C3=C(C=CC21)C=CC=C3)=O)C=O (Dibenzo[b,f]thiepin-3-carboxaldehyde-5-oxide). As a reaction SMILES: [OH:1][CH2:2][C:3]1[CH:4]=[CH:5][C:6]2[CH:12]=[CH:11][C:10]3[CH:13]=[CH:14][CH:15]=[CH:16][C:9]=3[S:8](=[O:17])[C:7]=2[CH:18]=1.[Cr](Cl)([O-])(=O)=O.[NH+]1C=CC=CC=1>C(Cl)Cl>[CH:5]1[C:6]2[CH:12]=[CH:11][C:10]3[CH:13]=[CH:14][CH:15]=[CH:16][C:9]=3[S:8](=[O:17])[C:7]=2[CH:18]=[C:3]([CH:2]=[O:1])[CH:4]=1 |f:1.2|. Reported procedure: Dissolve 512 mg (2 mmole) of 3-hydroxymethyldibenzo[b,f]thiepin 5-oxide in 50 ml of methylene chloride and add 648 mg (3 mmole) of pyridinium chlorochromate. Stir at room temperature for 1.5 hours and then filter the mix through a bed of Florisil. Wash the Florisil with dichloromethane; and to the combined filtrate add 4 g of silica gel. Evaporate the suspension to dryness, and place the solid on top of a column of 50 g of silica and elute the title compound with a 1:9 mixture of ethyl acetate a... Reactants: C(C1=CC=CC=C1)OC([C@H]1N(CCC1)C([C@@H](NC([C@@H](NC(=O)OC(C)(C)C)C)=O)C)=O)=O (Boc-L-alanyl-L-alanyl-L-proline benzyl ester), [H][H] (hydrogen), C(C)O (ethanol). Solvent: C(C)(C)(C)O (tert-butanol). Product: C(=O)(OC(C)(C)C)N[C@@H](C)C(=O)N[C@@H](C)C(=O)N1[C@H](C(=O)O)CCC1 (Boc-L-alanyl-L-alanyl-L-proline). The yield is 97.5%. RXN SMILES: C([O:8][C:9](=[O:32])[C@@H:10]1[CH2:14][CH2:13][CH2:12][N:11]1[C:15](=[O:31])[C@H:16]([CH3:30])[NH:17][C:18](=[O:29])[C@H:19]([CH3:28])[NH:20][C:21]([O:23][C:24]([CH3:27])([CH3:26])[CH3:25])=[O:22])C1C=CC=CC=1.[H][H].C(O)C>C(O)(C)(C)C>[C:21]([NH:20][C@H:19]([C:18]([NH:17][C@H:16]([C:15]([N:11]1[CH2:12][CH2:13][CH2:14][C@H:10]1[C:9]([OH:32])=[O:8])=[O:31])[CH3:30])=[O:29])[CH3:28])([O:23][C:24]([CH3:25])([CH3:26])[CH3:27])=[O:22]. Procedure details: A Parr flask was flushed with argon and charged with 10% palladium on charcoal (0.74 g), followed by the addition of Boc-L-alanyl-L-alanyl-L-proline benzyl ester (1.8 g, 4.0 mmol) dissolved in tert-butanol (300 ml). The reaction mixture shaken under 30 psi of hydrogen at 35° C. for 5 hr. After cooling to room temperature, ethanol (50 ml) was added and the solution was filtered through celite and the filtrate concentrated on a rotary evaporator. The residue was azeotroped with chloroform-hexane t... Reactants: O1CCOCC1 (dioxan), Cl (hydrochloric acid), C(CC)C(C(=O)N)(CCC)CCC (tri-n-propylacetamide), Cl (hydrochloric acid), O1CCOCC1 (dioxan), butyl nitrile. The solvent is aqueous solution, [OH-].[K+] (potassium hydroxide). Product: C(CC)C(C(=O)O)(CCC)CCC (tri-n-propylacetic acid). Yield: 75.8%. RXN SMILES: [O:1]1CCOCC1.[CH2:7]([C:10]([CH2:17][CH2:18][CH3:19])([CH2:14][CH2:15][CH3:16])[C:11](N)=[O:12])[CH2:8][CH3:9].Cl>[OH-].[K+]>[CH2:7]([C:10]([CH2:17][CH2:18][CH3:19])([CH2:14][CH2:15][CH3:16])[C:11]([OH:1])=[O:12])[CH2:8][CH3:9] |f:3.4|. Procedure: In a flask equipped with a dropping-funnel were placed 480 g of distilled dioxan followed by 80 g (0.432 mol) of tri-n-propylacetamide which was dissolved by stirring. For a period of 20 minutes a current of dry hydrochloric acid gas was passed through the dioxan solution at room-temperature, which represented a total of 100 g of hydrochloric acid gas. At the end of this operation, 88 g (0.86 mol) of freshly distilled butyl nitrile was slowly added over a period of 2 hours through the dropping-f... Starting materials: solution, C(CCC)[Li] (n-butyl lithium), hexanes, C(C)C=1C=NC2=C(C=CC=C2C1)C1CNCCC1 (Racemic 3-Ethyl-8-Piperidin-3-yl-Quinoline), C(C)(C)(C)OC(=O)N1CC(CC1)=O (3-oxo-pyrrolidine-1-carboxylic acid tert-butyl ester). Solvent: O1CCCC1 (tetrahydrofuran), O1CCCC1 (tetrahydrofuran). Conditions: temperature -77 celsius, time 15 minute. Product: C(C)(C)(C)OC(=O)N1CC(CC1)(O)C=1C=CC=C2C=C(C=NC12)CC (3-(3-Ethyl-quinolin-8-yl)-3-hydroxy-pyrrolidine-1-carboxylic Acid Tert-Butyl Ester). The yield is 11.5%. RXN SMILES: [CH2:1]([C:3]1[CH:4]=[N:5][C:6]2[C:11]([CH:12]=1)=[CH:10][CH:9]=[CH:8][C:7]=2C1CCCNC1)[CH3:2].C([Li])CCC.[C:24]([O:28][C:29]([N:31]1[CH2:35][CH2:34][C:33](=[O:36])[CH2:32]1)=[O:30])([CH3:27])([CH3:26])[CH3:25]>O1CCCC1>[C:24]([O:28][C:29]([N:31]1[CH2:35][CH2:34][C:33]([C:7]2[CH:8]=[CH:9][CH:10]=[C:11]3[C:6]=2[N:5]=[CH:4][C:3]([CH2:1][CH3:2])=[CH:12]3)([OH:36])[CH2:32]1)=[O:30])([CH3:27])([CH3:25])[CH3:26]. Reported procedure: To a well-stirred solution of the title compound of Example 1, Step 1 (2.10 g, 8.9 mmol) in 30 ml of anhydrous tetrahydrofuran chilled to and maintained at −77° C., a 2.5 M solution of n-butyl lithium in hexanes (3.60 ml, 8.9 mmol; Aldrich Chemical Co.) is added dropwise over a 10 minute period. The reaction was stirred at −77° C. for 15 minutes before adding a solution of 3-oxo-pyrrolidine-1-carboxylic acid tert-butyl ester (1.65 g, 8.9 mmol) in anhydrous tetrahydrofuran (10 ml). The reaction m... The reactants are Brc1cccc2cccnc12, C1COCCO1, CCCCCCCCCCCC, COC(=O)c1cc[nH]c1, NC1CCCCC1N, I[Cu]I, [K+], [K+], [K+], O=P([O-])([O-])[O-]. Product: COC(=O)c1ccn(-c2cccc3cccnc23)c1. Reaction SMILES: [Br:13][c:14]1[cH:15][cH:16][cH:17][c:18]2[cH:19][cH:20][cH:21][n:22][c:23]12.[CH2:52]1[O:53][CH2:54][CH2:55][O:56][CH2:57]1.[CH3:1][CH2:2][CH2:3][CH2:4][CH2:5][CH2:6][CH2:7][CH2:8][CH2:9][CH2:10][CH2:11][CH3:12].[CH3:32][O:33][C:34](=[O:35])[c:36]1[cH:37][nH:38][cH:39][cH:40]1.[CH:24]1([NH2:25])[CH2:26][CH2:27][CH2:28][CH2:29][CH:30]1[NH2:31].[Cu:49]([I:50])[I:51].[K+:46].[K+:47].[K+:48].[P:41]([O-:42])([O-:43])([O-:44])=[O:45]>>[c:14]1(-[n:38]2[cH:37][c:36]([C:34]([O:33][CH3:32])=[O:35])[cH:40][cH:39]2)[cH:15][cH:16][cH:17][c:18]2[cH:19][cH:20][cH:21][n:22][c:23]12. The reactants are [Li] (lithium), C(C)(C)(C)OC(NC1=C(SC=C1)Br)=O (2-Bromothiophen-3-yl-carbamic acid tert-butyl ester), C1CCOC1 (THF), C[Sn](C)(C)Cl (trimethyltin chloride). Run at time 45 minute. Product: C(C)(C)(C)OC(NC1=C(SC=C1)[Sn](CCCC)(CCCC)CCCC)=O ((2-tri-n-butylstannyl-thiophen-3-yl)-carbamic acid tert-butyl ester). RXN SMILES: [Li].[C:2]([O:6][C:7](=[O:15])[NH:8][C:9]1[CH:13]=[CH:12][S:11][C:10]=1Br)([CH3:5])([CH3:4])[CH3:3].[CH3:16][Sn:17](Cl)([CH3:19])[CH3:18].[CH2:21]1[CH2:25]OC[CH2:22]1>>[C:2]([O:6][C:7](=[O:15])[NH:8][C:9]1[CH:13]=[CH:12][S:11][C:10]=1[Sn:17]([CH2:19][CH2:22][CH2:21][CH3:25])([CH2:18][CH2:10][CH2:9][CH3:13])[CH2:16][CH2:3][CH2:2][CH3:4])([CH3:5])([CH3:4])[CH3:3] |^1:0|. Reported procedure: Add n-buthyl lithium (19.8 ml, 1.6 M/hexane) dropwise to a solution 2-Bromothiophen-3-yl-carbamic acid tert-butyl ester (4 g, 14.4 mmol) in anhydrous THF (35 ml) at −78° C. Stir the mixture for 45 minutes and add trimethyltin chloride (3.16 g, 15.8 mmol). Allow the reaction mixture to reach room temperature. Add brine (aprox. 50 mL) and extract with ethyl acetate (2×50 mL). Dry the combined organic layers over magnesium sulfate and concentrate under vacuum yielding 4.9 g of the title compound as...